From a dataset of the Open Reaction Database (ORD), a public repository of structured organic reaction records. describe an organic reaction: reactants, conditions, products, and yield Reactants: NC1=C(NC2=CC(=CC=C12)Cl)C(C1=CC(=CC=C1)Cl)=O (3-amino-6-chloro-2-(3-chlorobenzoyl)indole), C(CC(C)C)(=O)Cl (isovaleryl chloride). Product: ClC1=CC=C2C(=C(NC2=C1)C(C1=CC(=CC=C1)Cl)=O)NC(CC(C)C)=O (6-Chloro-2-(3-chlorobenzoyl)-3-(isovalerylamino)indole). RXN SMILES: [NH2:1][C:2]1[C:10]2[C:5](=[CH:6][C:7]([Cl:11])=[CH:8][CH:9]=2)[NH:4][C:3]=1[C:12](=[O:20])[C:13]1[CH:18]=[CH:17][CH:16]=[C:15]([Cl:19])[CH:14]=1.[C:21](Cl)(=[O:26])[CH2:22][CH:23]([CH3:25])[CH3:24]>>[Cl:11][C:7]1[CH:6]=[C:5]2[C:10]([C:2]([NH:1][C:21](=[O:26])[CH2:22][CH:23]([CH3:25])[CH3:24])=[C:3]([C:12](=[O:20])[C:13]3[CH:18]=[CH:17][CH:16]=[C:15]([Cl:19])[CH:14]=3)[NH:4]2)=[CH:9][CH:8]=1. Procedure details: The title compound was prepared according to the procedure described in Example 19 employing 3-amino-6-chloro-2-(3-chlorobenzoyl)indole (Example 30) and isovaleryl chloride. m.p.: 185-186° C. 1H-NMR (CDCl3) δ: 9.94 (1H, br s), 8.28 (1H, d, J=8.8 Hz), 8.19 (1H, br s), 7.78 (1H, t, J=1.8 Hz), 7.68 (1H, dt, J=1.5, 1.5, 7.3 Hz), 7.61 (1H, ddd, J=1.5, 1.8, 8.1 Hz), 7.51 (1H, t, J=7.7 Hz), 7.31 (1H, d, J=1.5 Hz), 7.11 (1H, dd, J=1.8, 8.8 Hz), 2.37-2.20 (3H, m), 1.06 (6H, d, J=6.2 Hz) Reactants: CO, [OH-], [OH-], [Pd+2], CC(C)(C)OC(=O)NCC1(N2CCOCC2)CN(C(c2ccccc2)c2ccccc2)C1. The product is CC(C)(C)OC(=O)NCC1(N2CCOCC2)CNC1. RXN SMILES: [CH3:33][OH:34].[OH-:35].[OH-:37].[Pd+2:36].[c:1]1([CH:2]([c:3]2[cH:4][cH:5][cH:6][cH:7][cH:27]2)[N:8]2[CH2:9][C:10]([N:12]3[CH2:13][CH2:14][O:15][CH2:16][CH2:17]3)([CH2:18][NH:19][C:20]([O:21][C:22]([CH3:23])([CH3:24])[CH3:25])=[O:26])[CH2:11]2)[cH:28][cH:29][cH:30][cH:31][cH:32]1>>[NH:8]1[CH2:9][C:10]([N:12]2[CH2:13][CH2:14][O:15][CH2:16][CH2:17]2)([CH2:18][NH:19][C:20]([O:21][C:22]([CH3:23])([CH3:24])[CH3:25])=[O:26])[CH2:11]1. Reactants: O=C([O-])[O-], CC(c1ccccc1)n1cc(-c2cn(C(=O)OC(C)(C)C)c3ncc(-c4cnn(C)c4)cc23)nn1, CO, [K+], [K+], O. The product is CC(c1ccccc1)n1cc(-c2c[nH]c3ncc(-c4cnn(C)c4)cc23)nn1. Reaction SMILES: [C:36](=[O:37])([O-:38])[O-:39].[CH3:1][n:2]1[n:3][cH:4][c:5](-[c:7]2[cH:8][c:9]3[c:10]([n:11][cH:12]2)[n:13]([C:29]([O:30][C:31]([CH3:32])([CH3:33])[CH3:34])=[O:35])[cH:14][c:15]3-[c:16]2[n:17][n:18][n:19]([CH:21]([CH3:22])[c:23]3[cH:24][cH:25][cH:26][cH:27][cH:28]3)[cH:20]2)[cH:6]1.[CH3:43][OH:44].[K+:40].[K+:41].[OH2:42]>>[CH3:1][n:2]1[n:3][cH:4][c:5](-[c:7]2[cH:8][c:9]3[c:10]([n:11][cH:12]2)[nH:13][cH:14][c:15]3-[c:16]2[n:17][n:18][n:19]([CH:21]([CH3:22])[c:23]3[cH:24][cH:25][cH:26][cH:27][cH:28]3)[cH:20]2)[cH:6]1. Starting materials: ClCCCl, O=CN(CC(CC1CCCC1)C(=O)O)OCc1ccccc1, CC1(O)CCN(c2nc(Cl)nc(NN)c2F)C1, CN(C)C=O, On1nnc2cccnc21. The product is CC1(O)CCN(c2nc(Cl)nc(NNC(=O)C(CC3CCCC3)CN(C=O)OCc3ccccc3)c2F)C1. Reaction SMILES: [CH2:50]([Cl:51])[CH2:52][Cl:53].[CH:1]1([CH2:6][CH:7]([C:8](=[O:9])[OH:10])[CH2:11][N:12]([O:13][CH2:14][c:15]2[cH:16][cH:17][cH:18][cH:19][cH:20]2)[CH:21]=[O:22])[CH2:2][CH2:3][CH2:4][CH2:5]1.[Cl:23][c:24]1[n:25][c:26]([NH:38][NH2:39])[c:27]([F:37])[c:28]([N:30]2[CH2:31][C:32]([OH:35])([CH3:36])[CH2:33][CH2:34]2)[n:29]1.[O:54]=[CH:55][N:56]([CH3:57])[CH3:58].[OH:40][n:41]1[c:42]2[n:43][cH:44][cH:45][cH:46][c:47]2[n:48][n:49]1>>[CH:1]1([CH2:6][CH:7]([C:8](=[O:10])[NH:39][NH:38][c:26]2[n:25][c:24]([Cl:23])[n:29][c:28]([N:30]3[CH2:31][C:32]([OH:35])([CH3:36])[CH2:33][CH2:34]3)[c:27]2[F:37])[CH2:11][N:12]([O:13][CH2:14][c:15]2[cH:16][cH:17][cH:18][cH:19][cH:20]2)[CH:21]=[O:22])[CH2:2][CH2:3][CH2:4][CH2:5]1.